This data is from the Open Reaction Database (ORD), a public repository of structured organic reaction records. The task is: describe an organic reaction: reactants, conditions, products, and yield Reactants: CON=C(C#N)C1=C(C=CC=C1)COC1=CC(=CC=C1)Cl (2-methoxyimino-2-[2-(m-chlorophenoxymethyl)-phenyl]acetonitrile), [OH-].[K+] (potassium hydroxide). Solvent: glycol. RXN SMILES: [CH3:1][O:2][N:3]=[C:4]([C:7]1[CH:12]=[CH:11][CH:10]=[CH:9][C:8]=1[CH2:13][O:14][C:15]1[CH:20]=[CH:19][CH:18]=[C:17]([Cl:21])[CH:16]=1)[C:5]#[N:6].[OH-:22].[K+]>>[CH3:1][O:2][N:3]=[C:4]([C:7]1[CH:12]=[CH:11][CH:10]=[CH:9][C:8]=1[CH2:13][O:14][C:15]1[CH:20]=[CH:19][CH:18]=[C:17]([Cl:21])[CH:16]=1)[C:5]([NH2:6])=[O:22] |f:1.2|. Procedure details: 7.0 g (23 mmol) of 2-methoxyimino-2-[2-(m-chlorophenoxymethyl)-phenyl]acetonitrile were added to a mixture of 50 ml of glycol and 10 ml of a 25% by weight aqueous solution of potassium hydroxide, and the reaction mixture was then heated at 80° C. for 2 hours. The solid was then separated off, washed with methyl tert-butyl ether and dried. Yield: 58%; Reaction conditions: temperature 80 celsius. Isolated yield 58.0%. The product is CON=C(C(=O)N)C1=C(C=CC=C1)COC1=CC(=CC=C1)Cl (2-Methoxyimino-2-[2-(m-chlorophenoxymethyl)-phenyl]acetamide).